This data is from the Open Reaction Database (ORD), a public repository of structured organic reaction records. The task is: describe an organic reaction: reactants, conditions, products, and yield Starting materials: 3-(octadecyloxy), C1(=CC=CC=C1)N (benzenamine), C(C1=CC=CC=C1)C(C(=O)[O-])Br (benzylbromoacetate), CN(C1=CC=CC2=CC=CC(=C12)N(C)C)C (1,8-bis(dimethylamino)naphthalene), [I-].[Na+] (sodium iodide). The solvent is C(C)#N (acetonitrile), CN(C)C=O (DMF). Product: 3-(octadecyloxy), C1(=CC=CC=C1)COC(CN)=O (glycine phenylmethyl ester). Reaction SMILES: C1([NH2:7])C=CC=CC=1.C([CH:15](Br)[C:16]([O-:18])=[O:17])C1C=CC=CC=1.CN(C)[C:22]1[C:31]2[C:26](=[CH:27][CH:28]=[CH:29][C:30]=2N(C)C)C=CC=1.[I-].[Na+]>C(#N)C.CN(C=O)C>[C:31]1([CH2:22][O:18][C:16](=[O:17])[CH2:15][NH2:7])[CH:26]=[CH:27][CH:28]=[CH:29][CH:30]=1 |f:3.4|. Procedure details: A mixture of 0.36 g (0.67 mmol) of 3-(octadecyloxy)-5-[(tricyclo[3.3.1.1/3,7/]dec-1-ylcarbonyl)oxy]benzenamine, 0.31 mL (2.0 mmol) of benzylbromoacetate, 0.44 g (2.0 mmol) of 1,8-bis(dimethylamino)naphthalene and 0.11 g (0.7 mmol) of sodium iodide in 10 mL of acetonitrile and 13 mL of DMF was stirred and refluxed under argon for 72 hours. The solvents were removed at reduced pressure, ethyl acetate was added to the residue and the extract was washed with 0.01 N HCl, with NaHCO3 solution, dried a... Starting materials: ClC1=NC2=CC=C(C=C2C=C1OC1=CC=C(C=C1)O)Cl (4-[(2,6-dichloroquinolin-3-yl)oxy]phenol), BrC(C(=O)OCC)C (ethyl 2-bromopropionate), ( c ). Yields the product ClC1=NC2=CC=C(C=C2C=C1OC1=CC=C(OC(C(=O)OCC)C)C=C1)Cl (Ethyl 2-{4-[(2,6-dichloroquinolin-3-yl)oxy]phenoxy}propionate). As a reaction SMILES: [Cl:1][C:2]1[C:11]([O:12][C:13]2[CH:18]=[CH:17][C:16]([OH:19])=[CH:15][CH:14]=2)=[CH:10][C:9]2[C:4](=[CH:5][CH:6]=[C:7]([Cl:20])[CH:8]=2)[N:3]=1.Br[CH:22]([CH3:28])[C:23]([O:25][CH2:26][CH3:27])=[O:24]>>[Cl:1][C:2]1[C:11]([O:12][C:13]2[CH:14]=[CH:15][C:16]([O:19][CH:22]([CH3:28])[C:23]([O:25][CH2:26][CH3:27])=[O:24])=[CH:17][CH:18]=2)=[CH:10][C:9]2[C:4](=[CH:5][CH:6]=[C:7]([Cl:20])[CH:8]=2)[N:3]=1. Procedure details: Ethyl 2-{4-[(2,6-dichloroquinolin-3-yl)oxy]phenoxy}propionate was prepared by reacting 4-[(2,6-dichloroquinolin-3-yl)oxy]phenol and ethyl 2-bromopropionate following essentially the same procedure as that described in Example 1 part (c). The product was obtained as a solid, mp 56° C.